Dataset: the Open Reaction Database (ORD), a public repository of structured organic reaction records. Task: describe an organic reaction: reactants, conditions, products, and yield The reactants are [OH-].[Na+] (NaOH), N1[C@H](C(=O)O)CCC1 (L-proline), [N-]=[N+]=[N-].[Na+] (NaN3), C(C)(C)(C)OC(=O)N1CCC(CC1)OC=1C(=C2C=CN=CC2=CC1)I (4-(5-Iodo-isoquinoline-6-yloxy)-piperidin-1-carboxylic acid tert-butyl ester), [N-]=[N+]=[N-].[Na+] (NaN3), [OH-].[Na+] (NaOH), N1[C@H](C(=O)O)CCC1 (L-proline). Reagents/catalysts: [Cu]I (CuI). The solvent is CS(=O)C (DMSO), O (water). Run at temperature 60 celsius. Yields the product C(C)(C)(C)OC(=O)N1CCC(CC1)OC=1C(=C2C=CN=CC2=CC1)N=[N+]=[N-] (4-(5-Azido-isoquinoline-6-yloxy)-piperidin-1-carboxylic acid tert-butyl ester). Isolated yield 100.2%. As a reaction SMILES: [OH-].[Na+].N1CCC[C@H]1C(O)=O.[N-:11]=[N+:12]=[N-:13].[Na+].[C:15]([O:19][C:20]([N:22]1[CH2:27][CH2:26][CH:25]([O:28][C:29]2[C:30](I)=[C:31]3[C:36](=[CH:37][CH:38]=2)[CH:35]=[N:34][CH:33]=[CH:32]3)[CH2:24][CH2:23]1)=[O:21])([CH3:18])([CH3:17])[CH3:16]>CS(C)=O.[Cu]I.O>[C:15]([O:19][C:20]([N:22]1[CH2:27][CH2:26][CH:25]([O:28][C:29]2[C:30]([N:11]=[N+:12]=[N-:13])=[C:31]3[C:36](=[CH:37][CH:38]=2)[CH:35]=[N:34][CH:33]=[CH:32]3)[CH2:24][CH2:23]1)=[O:21])([CH3:18])([CH3:16])[CH3:17] |f:0.1,3.4|. Procedure details: Under argon atmosphere 40 μL (0.04 mmol) of 1N NaOH, 4.6 mg (0.04 mmol) of L-proline, 3.8 mg of (0.02 mmol) CuI and 15.6 mg (0.24 mmol) of NaN3 were added to a solution of 91 mg (0.2 mmol) of 4-(5-iodo-isoquinoline-6-yloxy)-piperidin-1-carboxylic acid tert-butyl ester (12) in 2 mL of DMSO. The mixture was heated to 60° C. for 18 h. NaN3, NaOH and L-proline were added in the same amounts again and the reaction was heated to 60° C. for 5 h. After cooling to room temperature water was added. The pr... Reactants: COC(=O)C=1SC(=CC1NC(=O)NC1CCN(CC1)C(=O)OC(C)(C)C)C1=CC=CC=C1 (tert-butyl 4-({[2-(methoxycarbonyl)-5-phenyl-3-thienyl]carbamoyl}amino)piperidine-1-carboxylate), C[O-].[Na+] (sodium methoxide), C(CC(O)(C(=O)O)CC(=O)O)(=O)O (citric acid), Ice. Run in CO (MeOH). Run at time 2 hour. The product is O=C1N(C(C2=C(N1)C=C(S2)C2=CC=CC=C2)=O)C2CCN(CC2)C(=O)OC(C)(C)C (Tert-butyl 4-(2,4-dioxo-6-phenyl-1,4-dihydrothieno[3,2-d]pyrimidin-3(2H)-yl)piperidine-1-carboxylate). As a reaction SMILES: CO[C:3]([C:5]1[S:6][C:7]([C:27]2[CH:32]=[CH:31][CH:30]=[CH:29][CH:28]=2)=[CH:8][C:9]=1[NH:10][C:11]([NH:13][CH:14]1[CH2:19][CH2:18][N:17]([C:20]([O:22][C:23]([CH3:26])([CH3:25])[CH3:24])=[O:21])[CH2:16][CH2:15]1)=[O:12])=[O:4].C[O-].[Na+].C(O)(=O)CC(CC(O)=O)(C(O)=O)O>CO>[O:12]=[C:11]1[NH:10][C:9]2[CH:8]=[C:7]([C:27]3[CH:28]=[CH:29][CH:30]=[CH:31][CH:32]=3)[S:6][C:5]=2[C:3](=[O:4])[N:13]1[CH:14]1[CH2:19][CH2:18][N:17]([C:20]([O:22][C:23]([CH3:26])([CH3:24])[CH3:25])=[O:21])[CH2:16][CH2:15]1 |f:1.2|. Procedure: To a solution of tert-butyl 4-({[2-(methoxycarbonyl)-5-phenyl-3-thienyl]carbamoyl}amino)piperidine-1-carboxylate (2.00 g; compound B51) in MeOH (20 ml) is added sodium methoxide (300 mg) in three portions at RT. The reaction mixture is refluxed for 3 d and then allowed to come to RT. Ice cold water (30 ml) is added and the pH is adjusted to 4 by addition of citric acid. The resulting suspension is stirred for 2 h at RT; then the precipitate is filtered off, washed with water and dried in vacuo a... The reactants are COC(C(CNC(=O)OC(C)(C)C)N)=O (3-tert-Butoxycarbonylamino-2-aminopropionic acid methyl ester), C1(=C(C(=CC(=C1)C)C)S(=O)(=O)Cl)C (mesitylsulfonyl chloride), CCN(C(C)C)C(C)C (DIEA). Run in ClCCl (dichloromethane), C(C)(=O)OCC (ethyl acetate). Run at temperature 0 celsius, time 8 hour. Yields the product COC(C(CNC(=O)OC(C)(C)C)NS(=O)(=O)C1=C(C=C(C=C1C)C)C)=O (3-tert-Butoxycarbonylamino-2-(2,4,6-trimethyl-benzenesulfonylamino)-propionic acid methyl ester). The yield is 91.1%. As a reaction SMILES: [CH3:1][O:2][C:3](=[O:15])[CH:4]([NH2:14])[CH2:5][NH:6][C:7]([O:9][C:10]([CH3:13])([CH3:12])[CH3:11])=[O:8].[C:16]1([CH3:28])[CH:21]=[C:20]([CH3:22])[CH:19]=[C:18]([CH3:23])[C:17]=1[S:24](Cl)(=[O:26])=[O:25].CCN(C(C)C)C(C)C>ClCCl.C(OCC)(=O)C>[CH3:1][O:2][C:3](=[O:15])[CH:4]([NH:14][S:24]([C:17]1[C:18]([CH3:23])=[CH:19][C:20]([CH3:22])=[CH:21][C:16]=1[CH3:28])(=[O:26])=[O:25])[CH2:5][NH:6][C:7]([O:9][C:10]([CH3:12])([CH3:11])[CH3:13])=[O:8]. Procedure: A mixture of 3-tert-Butoxycarbonylamino-2-aminopropionic acid methyl ester (3.5 g, 13.7 mmol), mesitylsulfonyl chloride (3.9 g, 17.8 mmol), DIEA (7.2 mL, 41.1 mmol) in dichloromethane (100 mL) was stirred at 0° C. for one hour and overnight at room temperature. The solvent was removed and the crude reaction product was taken up in ethyl acetate (340 mL). The solution was washed with 5% solution of sodium carbonate (30 mL), 5% solution of hydrochloric acid (30 mL), with saturated sodium chloride ... The reactants are C([O-])(O)=O.[Na+] (sodium bicarbonate), Cl.Cl.CN(CCCN(C)C)C (1,3-bis-dimethylaminopropane dihydrochloride), C(=O)=O (carbon dioxide). Run in O (water). Product: CN(CCCN(C)C)C (1,3-bis-dimethylaminopropane). RXN SMILES: Cl.Cl.[CH3:3][N:4]([CH3:11])[CH2:5][CH2:6][CH2:7][N:8]([CH3:10])[CH3:9].C(=O)(O)[O-].[Na+].C(=O)=O>O>[CH3:3][N:4]([CH3:11])[CH2:5][CH2:6][CH2:7][N:8]([CH3:10])[CH3:9] |f:0.1.2,3.4|. Procedure details: To a solution of 3 g of 2-[1-(2-ethoxyethyl)-l-benzimidazol-2-yl)]-1,3-bis-dimethylaminopropane dihydrochloride in 10 ml of water is added, at 0°-15° C. and under stirring, a molar excess of a saturated solution of sodium bicarbonate. After the development of the carbon dioxide is over, the mixture is repeatedly extracted with ethyl ether (2×8, 1×4 ml). The organic phases are collected together, washed with 4 ml of a saturated solution of sodium chloride, made anhydrous on sodium sulphate and ev... As a reaction SMILES: [Br-:34].[CH2:55]1[O:56][CH2:57][CH2:58][CH2:59]1.[CH2:7]([CH3:8])[O:9][c:10]1[c:11]([F:31])[c:12]2[c:13]([cH:29][cH:30]1)[CH:14]1[CH:15]([O:16]2)[CH2:17][CH:18]([CH:21]2[CH2:22][CH2:23][CH:24]([CH:27]=[O:28])[CH2:25][CH2:26]2)[CH2:19][CH2:20]1.[CH3:1][C:2]([CH3:3])([O-:4])[CH3:5].[CH3:35][P+:36]([c:37]1[cH:38][cH:39][cH:40][cH:41][cH:42]1)([c:43]1[cH:44][cH:45][cH:46][cH:47][cH:48]1)[c:49]1[cH:50][cH:51][cH:52][cH:53][cH:54]1.[ClH:33].[K+:6].[OH2:32]>>[CH2:1]=[CH:27][CH:24]1[CH2:23][CH2:22][CH:21]([CH:18]2[CH2:17][CH:15]3[CH:14]([c:13]4[c:12]([c:11]([F:31])[c:10]([O:9][CH2:7][CH3:8])[cH:30][cH:29]4)[O:16]3)[CH2:20][CH2:19]2)[CH2:26][CH2:25]1. Starting materials: [Br-], C1CCOC1, CCOc1ccc2c(c1F)OC1CC(C3CCC(C=O)CC3)CCC21, CC(C)(C)[O-], C[P+](c1ccccc1)(c1ccccc1)c1ccccc1, Cl, [K+], O. Yields the product C=CC1CCC(C2CCC3c4ccc(OCC)c(F)c4OC3C2)CC1. Reactants: FC1=CC=C(C=C1)N1CCN(CC1)CC1=CC=C(C=C1)N (1-(p-fluorophenyl)-4-[(4-aminophenyl)methyl]piperazine), ClC1=CC=NC2=CC(=CC=C12)Cl (4,7-dichloroquinoline). Product: FC1=CC=C(C=C1)N1CCN(CC1)CC1=CC=C(C=C1)NC1=CC=NC2=CC(=CC=C12)Cl (4-[[4-[[4-(p-fluorophenyl)-1-piperazinyl]methyl]phenyl]amino]-7-chloroquinoline). Reaction SMILES: [F:1][C:2]1[CH:7]=[CH:6][C:5]([N:8]2[CH2:13][CH2:12][N:11]([CH2:14][C:15]3[CH:20]=[CH:19][C:18]([NH2:21])=[CH:17][CH:16]=3)[CH2:10][CH2:9]2)=[CH:4][CH:3]=1.Cl[C:23]1[C:32]2[C:27](=[CH:28][C:29]([Cl:33])=[CH:30][CH:31]=2)[N:26]=[CH:25][CH:24]=1>>[F:1][C:2]1[CH:3]=[CH:4][C:5]([N:8]2[CH2:9][CH2:10][N:11]([CH2:14][C:15]3[CH:20]=[CH:19][C:18]([NH:21][C:23]4[C:32]5[C:27](=[CH:28][C:29]([Cl:33])=[CH:30][CH:31]=5)[N:26]=[CH:25][CH:24]=4)=[CH:17][CH:16]=3)[CH2:12][CH2:13]2)=[CH:6][CH:7]=1. Procedure: In the manner given in Example 1C, 1-(p-fluorophenyl)-4-[(4-aminophenyl)methyl]piperazine and 4,7-dichloroquinoline are reacted together at reflux to give 4-[[4-[[4-(p-fluorophenyl)-1-piperazinyl]methyl]phenyl]amino]-7-chloroquinoline.